Dataset: the Open Reaction Database (ORD), a public repository of structured organic reaction records. Task: describe an organic reaction: reactants, conditions, products, and yield The reactants are CCOC(C)=O, O=[N+]([O-])c1ccc(CN2CCCC2)cc1. Product: Nc1ccc(CN2CCCC2)cc1. As a reaction SMILES: [CH3:16][CH2:17][O:18][C:19]([CH3:20])=[O:21].[N+:1]([O-:2])(=[O:3])[c:4]1[cH:5][cH:6][c:7]([CH2:8][N:9]2[CH2:10][CH2:11][CH2:12][CH2:13]2)[cH:14][cH:15]1>>[NH2:1][c:4]1[cH:5][cH:6][c:7]([CH2:8][N:9]2[CH2:10][CH2:11][CH2:12][CH2:13]2)[cH:14][cH:15]1. Reactants: N[C@H](C(C)(C)S)C(=O)O (D-penicillamine), C[Si](C)(C)Cl (trimethylsilyl chloride), C1CCC2=NCCCN2CC1 (DBU). Run in ClC(C)Cl (dichloroethane), CN(C)C=O (DMF). Product: CC1([C@@H](NCCS1)C(=O)O)C ((3 S)-2,2-dimethyl-3-thiomorpholine carboxylic acid). Reaction SMILES: [NH2:1][C@@H:2]([C:7]([OH:9])=[O:8])[C:3]([SH:6])([CH3:5])[CH3:4].[CH2:10]1CCN2C(=NCCC2)C[CH2:11]1.C[Si](Cl)(C)C>ClC(Cl)C.CN(C=O)C>[CH3:4][C:3]1([CH3:5])[S:6][CH2:11][CH2:10][NH:1][C@H:2]1[C:7]([OH:9])=[O:8]. Reported procedure: To a 0° suspension of 14.92 g (0.10 mmol) of D-penicillamine in 300 mL of dichloroethane and 2.0 mL of DMF was added 22.4 mL of DBU followed by 19.0 mL of trimethylsilyl chloride. The ice bath was removed and the reaction was stirred for 3h, after which an additional 29.9 mL of DBU was added. The reaction was stirred overnight at room temperature and then 10 mL of methanol was added and the reaction was stirred for 1h. The resulting white precipitate was filtered off, washed with 10 mL of methan... As a reaction SMILES: [C:1]([CH3:2])([CH3:3])([CH3:4])[O:5][C:6]([NH:7][CH:8]([C:9]([CH:10]=[CH:11][c:12]1[cH:13][c:14]([O:18][CH3:19])[cH:15][cH:16][cH:17]1)=[O:20])[CH:21]([CH3:22])[CH3:23])=[O:24].[I:25][c:26]1[cH:27][c:28]([C:29]#[N:30])[cH:31][cH:32][cH:33]1>>[C:1]([CH3:2])([CH3:3])([CH3:4])[O:5][C:6]([NH:7][CH:8]([C:9]([CH:10]=[CH:11][c:12]1[cH:13][c:14]([C:29]#[N:30])[cH:15][cH:16][cH:17]1)=[O:20])[CH:21]([CH3:22])[CH3:23])=[O:24]. Starting materials: COc1cccc(C=CC(=O)C(NC(=O)OC(C)(C)C)C(C)C)c1, N#Cc1cccc(I)c1. Product: CC(C)C(NC(=O)OC(C)(C)C)C(=O)C=Cc1cccc(C#N)c1. Starting materials: Brc1ccccc1, O=C1Nc2c(Cl)cccc2C1=O, [Mg], [Na+], C1CCOC1, [OH-]. Yields the product O=C1Nc2c(Cl)cccc2C1(O)c1ccccc1. RXN SMILES: [Br:2][c:3]1[cH:4][cH:5][cH:6][cH:7][cH:8]1.[Cl:9][c:10]1[cH:11][cH:12][cH:13][c:14]2[c:18]1[NH:17][C:16](=[O:19])[C:15]2=[O:20].[Mg:1].[Na+:27].[O:21]1[CH2:22][CH2:23][CH2:24][CH2:25]1.[OH-:26]>>[c:3]1([C:15]2([OH:20])[c:14]3[cH:13][cH:12][cH:11][c:10]([Cl:9])[c:18]3[NH:17][C:16]2=[O:19])[cH:4][cH:5][cH:6][cH:7][cH:8]1. The reactants are NC=1C(=C(C2=C(CC(O2)(C)CN2CCC(CC2)NC(C2=CC=CC=C2)C2=CC=CC=C2)C1C)C)C (1-[(5-Amino-2,3-dihydro-2,4,6,7-tetramethylbenzofuran-2-yl)methyl]-N-(diphenylmethyl)-4-piperidinamine). Run in CCCCCC.CC(C)O (hexane 2-propanol). Product: NC=1C(=C(C2=C(C[C@](O2)(C)CN2CCC(CC2)NC(C2=CC=CC=C2)C2=CC=CC=C2)C1C)C)C ((R)-1-[(5-Amino-2,3-dihydro-2,4,6,7-tetramethylbenzofuran-2-yl)methyl]-N-(diphenylmethyl)-4-piperidinamine). Reaction SMILES: [NH2:1][C:2]1[C:3]([CH3:35])=[C:4]([CH3:34])[C:5]2[O:9][C:8]([CH2:11][N:12]3[CH2:17][CH2:16][CH:15]([NH:18][CH:19]([C:26]4[CH:31]=[CH:30][CH:29]=[CH:28][CH:27]=4)[C:20]4[CH:25]=[CH:24][CH:23]=[CH:22][CH:21]=4)[CH2:14][CH2:13]3)([CH3:10])[CH2:7][C:6]=2[C:32]=1[CH3:33]>CCCCCC.CC(O)C>[NH2:1][C:2]1[C:3]([CH3:35])=[C:4]([CH3:34])[C:5]2[O:9][C@:8]([CH2:11][N:12]3[CH2:17][CH2:16][CH:15]([NH:18][CH:19]([C:20]4[CH:25]=[CH:24][CH:23]=[CH:22][CH:21]=4)[C:26]4[CH:27]=[CH:28][CH:29]=[CH:30][CH:31]=4)[CH2:14][CH2:13]3)([CH3:10])[CH2:7][C:6]=2[C:32]=1[CH3:33] |f:1.2|. Reported procedure: 1-[(5-Amino-2,3-dihydro-2,4,6,7-tetramethylbenzofuran-2-yl)methyl]-N-(diphenylmethyl)-4-piperidinamine was subjected to preparative high-performance liquid chromatography (column: CHIRALCEL OD (20×250 mm, Daicel Chemical Industry, Ltd.), mobile phase: hexane-2-propanol=95:5); flow rate: 80 mL/min., column temperature: 30° C.) to provide the title compound. [α]D −21.4° (c 0.496, ethanol)